From a dataset of the Open Reaction Database (ORD), a public repository of structured organic reaction records. describe an organic reaction: reactants, conditions, products, and yield The reactants are CCC(=O)OC(=O)CC, [Cl-], Nc1ccccc1. Yields the product CCCNc1ccccc1. Reaction SMILES: [C:8]([CH2:9][CH3:10])([O:11][C:12](=[O:13])[CH2:14][CH3:15])=[O:16].[Cl-:17].[NH2:1][c:2]1[cH:3][cH:4][cH:5][cH:6][cH:7]1>>[NH:1]([c:2]1[cH:3][cH:4][cH:5][cH:6][cH:7]1)[CH2:8][CH2:9][CH3:10]. Reactants: BrC(C(=O)OCC)(C)C (Ethyl 2-bromoisobutyrate), CC(C)(CC)S (2-methyl-2-butanethiol), [OH-].[K+] (potassium hydroxide). Run in C(C)O (ethyl alcohol). Yields the product C(C)OC(C(C)(C)SC(CC)(C)C)=O (2-(1,1-Dimethyl-propylsulfanyl)-2-methyl-propionic acid ethyl ester). Reaction SMILES: Br[C:2]([CH3:9])([CH3:8])[C:3]([O:5][CH2:6][CH3:7])=[O:4].[CH3:10][C:11]([SH:15])([CH2:13][CH3:14])[CH3:12].[OH-].[K+]>C(O)C>[CH2:6]([O:5][C:3](=[O:4])[C:2]([S:15][C:11]([CH3:12])([CH3:10])[CH2:13][CH3:14])([CH3:9])[CH3:8])[CH3:7] |f:2.3|. Procedure: Ethyl 2-bromoisobutyrate (33.9 g, 0.174 mole), 2-methyl-2-butanethiol (20.0 g, 0.192 mole), potassium hydroxide (12.2 g, 0.192 mole), ethyl alcohol (100 g) were combined and the reaction mixture was refluxed for approximately 10 hours prior to quenching. Crude yield: 63.5%; after column chromatography 18.1%. The reactants are Cc1ccc(-c2c(Cl)cn[nH]c2=O)cc1-n1c(C)ccc1C, [K+], CN(C)C=O, [OH-], O. Yields the product Cc1ccc(-c2ccn[nH]c2=O)cc1-n1c(C)ccc1C. Reaction SMILES: [Cl:1][c:2]1[c:3](-[c:9]2[cH:10][c:11](-[n:16]3[c:17]([CH3:22])[cH:18][cH:19][c:20]3[CH3:21])[c:12]([CH3:15])[cH:13][cH:14]2)[c:4](=[O:8])[nH:5][n:6][cH:7]1.[K+:24].[O:25]=[CH:26][N:27]([CH3:28])[CH3:29].[OH-:23].[OH2:30]>>[cH:2]1[c:3](-[c:9]2[cH:10][c:11](-[n:16]3[c:17]([CH3:22])[cH:18][cH:19][c:20]3[CH3:21])[c:12]([CH3:15])[cH:13][cH:14]2)[c:4](=[O:8])[nH:5][n:6][cH:7]1. Starting materials: [H-].[Na+] (Sodium hydride), O[C@@H]1CN(C[C@H]1OC=1C=CC=C2C=CC(=NC12)C1=CN=C2N1C=CC(=C2)OCCOC)C(=O)OCC2=CC1=CC=CC=C1C=C2 ((trans)-naphthalen-2-ylmethyl 3-hydroxy-4-(2-(7-(2-methoxyethoxy)imidazo[1,2-a]pyridin-3-yl)quinolin-8-yloxy)pyrrolidine-1-carboxylate), IC (Iodomethane). Run in CN(C)C=O (DMF). Run at temperature 0 celsius, time 20 minute. Product: CO[C@@H]1CN(C[C@H]1OC=1C=CC=C2C=CC(=NC12)C1=CN=C2N1C=CC(=C2)OCCOC)C(=O)OCC2=CC1=CC=CC=C1C=C2 ((trans)-naphthalen-2-ylmethyl 3-methoxy-4-(2-(7-(2-methoxyethoxy)imidazo[1,2-a]pyridin-3-yl)quinolin-8-yloxy)pyrrolidine-1-carboxylate). Isolated yield 45.0%. As a reaction SMILES: [H-].[Na+].[OH:3][C@H:4]1[C@H:8]([O:9][C:10]2[CH:11]=[CH:12][CH:13]=[C:14]3[C:19]=2[N:18]=[C:17]([C:20]2[N:24]4[CH:25]=[CH:26][C:27]([O:29][CH2:30][CH2:31][O:32][CH3:33])=[CH:28][C:23]4=[N:22][CH:21]=2)[CH:16]=[CH:15]3)[CH2:7][N:6]([C:34]([O:36][CH2:37][C:38]2[CH:47]=[CH:46][C:45]3[C:40](=[CH:41][CH:42]=[CH:43][CH:44]=3)[CH:39]=2)=[O:35])[CH2:5]1.I[CH3:49]>CN(C=O)C>[CH3:49][O:3][C@H:4]1[C@H:8]([O:9][C:10]2[CH:11]=[CH:12][CH:13]=[C:14]3[C:19]=2[N:18]=[C:17]([C:20]2[N:24]4[CH:25]=[CH:26][C:27]([O:29][CH2:30][CH2:31][O:32][CH3:33])=[CH:28][C:23]4=[N:22][CH:21]=2)[CH:16]=[CH:15]3)[CH2:7][N:6]([C:34]([O:36][CH2:37][C:38]2[CH:47]=[CH:46][C:45]3[C:40](=[CH:41][CH:42]=[CH:43][CH:44]=3)[CH:39]=2)=[O:35])[CH2:5]1 |f:0.1|. Reported procedure: Sodium hydride (0.017 g, 0.43 mmol) was added to a solution of (trans)-naphthalen-2-ylmethyl 3-hydroxy-4-(2-(7-(2-methoxyethoxy)imidazo[1,2-a]pyridin-3-yl)quinolin-8-yloxy)pyrrolidine-1-carboxylate (0.117 g, 0.194 mmol) in DMF (1 mL). The reaction was cooled to 0° C. and stirred for 20 minutes. Iodomethane (0.012 ml, 0.194 mmol) was added, and the ice bath was removed. The reaction was stirred for 1 hour. Water was added, and the reaction mixture was extracted with CHCl3. The combined organic la...